Dataset: the Open Reaction Database (ORD), a public repository of structured organic reaction records. Task: describe an organic reaction: reactants, conditions, products, and yield Reactants: CN(C)C=O, Cl, N#CN, [Na], CC(C)Oc1nc2cc(-n3ccc(=O)cc3)c([N+](=O)[O-])cc2nc1OC(C)C, O. Yields the product CC(C)Oc1nc2cc([N+](=O)[O-])c(-n3ccc(=O)cc3)cc2[nH]c1=NC#N. RXN SMILES: [CH3:35][N:36]([CH3:37])[CH:38]=[O:39].[ClH:34].[N:29]#[C:30][NH2:31].[Na:32].[O:1]=[c:2]1[cH:3][cH:4][n:5](-[c:8]2[cH:9][c:10]3[n:11][c:12]([O:25][CH:26]([CH3:27])[CH3:28])[c:13]([O:21][CH:22]([CH3:23])[CH3:24])[n:14][c:15]3[cH:16][c:17]2[N+:18](=[O:19])[O-:20])[cH:6][cH:7]1.[OH2:33]>>[O:1]=[c:2]1[cH:3][cH:4][n:5](-[c:8]2[cH:9][c:10]3[nH:11][c:12](=[N:31][C:30]#[N:29])[c:13]([O:21][CH:22]([CH3:23])[CH3:24])[n:14][c:15]3[cH:16][c:17]2[N+:18](=[O:19])[O-:20])[cH:6][cH:7]1. The reactants are ClC=1C=CC2=C(C(=NCC(=N2)NN)C2=CC=CC=C2)C1 (7-chloro-2-hydrazino-5-phenyl-3H-1,4-benzodiazepine), ClCC(CCC)=O (1-chloro-2-pentanone). Product: ClC=1C=CC2=C(C(=NCC(=N2)NN=C(CCl)CCC)C2=CC=CC=C2)C1 (7-chloro-2-[(2-chloro-1-propylethylidene) hydrazino]-5-phenyl-3H-1,4-benzodiazepine). RXN SMILES: [Cl:1][C:2]1[CH:3]=[CH:4][C:5]2[N:11]=[C:10]([NH:12][NH2:13])[CH2:9][N:8]=[C:7]([C:14]3[CH:19]=[CH:18][CH:17]=[CH:16][CH:15]=3)[C:6]=2[CH:20]=1.[Cl:21][CH2:22][C:23](=O)[CH2:24][CH2:25][CH3:26]>>[Cl:1][C:2]1[CH:3]=[CH:4][C:5]2[N:11]=[C:10]([NH:12][N:13]=[C:23]([CH2:24][CH2:25][CH3:26])[CH2:22][Cl:21])[CH2:9][N:8]=[C:7]([C:14]3[CH:19]=[CH:18][CH:17]=[CH:16][CH:15]=3)[C:6]=2[CH:20]=1. Procedure: In the manner given in Example 1, 7-chloro-2-hydrazino-5-phenyl-3H-1,4-benzodiazepine can be reacted with 1-chloro-2-pentanone to give 7-chloro-2-[(2-chloro-1-propylethylidene) hydrazino]-5-phenyl-3H-1,4-benzodiazepine. Starting materials: C1CCOC1, [Li]CCCC, COP(C)(=O)OC, COC(=O)C(C)(C)CC1CCCCC1, [Cl-], [NH4+]. Product: COP(=O)(CC(=O)C(C)(C)CC1CCCCC1)OC. Reaction SMILES: [CH2:29]1[O:30][CH2:31][CH2:32][CH2:33]1.[CH2:8]([Li:9])[CH2:10][CH2:11][CH3:12].[CH3:1][P:2]([O:3][CH3:4])([O:5][CH3:6])=[O:7].[CH:13]1([CH2:19][C:20]([C:21](=[O:22])[O:23][CH3:24])([CH3:25])[CH3:26])[CH2:14][CH2:15][CH2:16][CH2:17][CH2:18]1.[Cl-:27].[NH4+:28]>>[CH2:1]([P:2]([O:3][CH3:4])([O:5][CH3:6])=[O:7])[C:21]([C:20]([CH2:19][CH:13]1[CH2:14][CH2:15][CH2:16][CH2:17][CH2:18]1)([CH3:25])[CH3:26])=[O:22]. The reactants are ClC1=CC=NC2=CC=C(C=C12)[N+](=O)[O-] (4-chloro-6-nitroquinoline), [Cl-].[Cl-].[NH3+]C1=CC=C(C(=O)NC2=CC=C(NC3=CC=[N+](C=C3)C)C=C2)C=C1 (4-{4-[(4-Ammoniobenzoyl)amino]anilino}-1-methylpyridinium dichloride), resultant mixture. Reagents/catalysts: Cl (HCl). Run in CO (MeOH). Yields the product [N+](=O)([O-])C1=NC2=CC=CC=C2C=C1 (nitroquinoline). Reaction SMILES: [Cl-].[Cl-].[NH3+]C1C=CC(C(N[C:11]2[CH:24]=[CH:23][C:14]([NH:15][C:16]3[CH:21]=[CH:20][N+](C)=CC=3)=[CH:13][CH:12]=2)=O)=CC=1.ClC1C2C(=CC=C([N+:38]([O-:40])=[O:39])C=2)N=CC=1>CO.Cl>[N+:38]([C:16]1[CH:21]=[CH:20][C:13]2[C:14](=[CH:23][CH:24]=[CH:11][CH:12]=2)[N:15]=1)([O-:40])=[O:39] |f:0.1.2|. Reported procedure: To a suspension of amide B7 (2.09 g, 5.32 mmol) in dry MeOH (100 mL) were sequentially added 4-chloro-6-nitroquinoline (F1) [1.11g, 5.32 mmol] and a few drops of concentrated HCl, and the resultant mixture was refluxed for 12 h. After this time, solvent was removed under reduced pressure, and the residue was re-suspended in 1:1 MeOH:EtOAc. This mixture was heated to remove MeOH, and then cooled, and the resulting precipitate collected by filtration. This solid was recrystallized from MeOH:EtOH t... Starting materials: CCOC(=O)C(Br)c1ccccc1, CNc1ccccc1, CC#N. Product: CCOC(=O)C(c1ccccc1)N(C)c1ccccc1. RXN SMILES: [Br:9][CH:10]([C:11](=[O:12])[O:13][CH2:14][CH3:15])[c:16]1[cH:17][cH:18][cH:19][cH:20][cH:21]1.[CH3:1][NH:2][c:3]1[cH:4][cH:5][cH:6][cH:7][cH:8]1.[CH3:22][C:23]#[N:24]>>[CH3:1][N:2]([c:3]1[cH:4][cH:5][cH:6][cH:7][cH:8]1)[CH:10]([C:11](=[O:12])[O:13][CH2:14][CH3:15])[c:16]1[cH:17][cH:18][cH:19][cH:20][cH:21]1.